Dataset: the Open Reaction Database (ORD), a public repository of structured organic reaction records. Task: describe an organic reaction: reactants, conditions, products, and yield Starting materials: tetrakis(triphenyl-phosphine)palladium(0), FC1=C(C=CC=C1)B(O)O (2-fluorophenyl boronic acid), ClC1=C(C(=NC2=CC=CC=C12)I)F (4-chloro-3-fluoro-2-iodo-quinoline), C(CCC)O (n-butanol), C([O-])([O-])=O.[Cs+].[Cs+] (cesium carbonate). Run in C1(=CC=CC=C1)C (toluene), O (water). Run at temperature 50 celsius. The product is ClC1=C(C(=NC2=CC=CC=C12)C1=C(C=CC=C1)F)F (4-chloro-3-fluoro-2-(2-fluoro-phenyl)-quinoline). Isolated yield 64.5%. RXN SMILES: [Cl:1][C:2]1[C:11]2[C:6](=[CH:7][CH:8]=[CH:9][CH:10]=2)[N:5]=[C:4](I)[C:3]=1[F:13].C(O)CCC.C(=O)([O-])[O-].[Cs+].[Cs+].[F:25][C:26]1[CH:31]=[CH:30][CH:29]=[CH:28][C:27]=1B(O)O>C1(C)C=CC=CC=1.O>[Cl:1][C:2]1[C:11]2[C:6](=[CH:7][CH:8]=[CH:9][CH:10]=2)[N:5]=[C:4]([C:27]2[CH:28]=[CH:29][CH:30]=[CH:31][C:26]=2[F:25])[C:3]=1[F:13] |f:2.3.4|. Procedure details: To a solution of 4-chloro-3-fluoro-2-iodo-quinoline (from step D, 0.3 g, 0.9 mmol) in toluene (5 mL) was added n-butanol (2 mL), water (3 mL) and cesium carbonate (1.14 g, 3.5 mmol). The resulting mixture was degassed for 5 min. and tetrakis(triphenyl-phosphine)palladium(0) (5 mg, 5 mol %) and 2-fluorophenyl boronic acid (0.286 g, 2 mmol) were added. The reaction mixture was heated to 50° C. for 24 h., after which it was extracted with ethyl acetate. The organic layer was dried and concentrated ...